Dataset: the Open Reaction Database (ORD), a public repository of structured organic reaction records. Task: describe an organic reaction: reactants, conditions, products, and yield Reactants: [Cl-].[NH4+] (ammonium chloride), [Cr](=O)(=O)([O-])O[Cr](=O)(=O)[O-].[NH+]1=CC=CC=C1.[NH+]1=CC=CC=C1 (pyridinium dichromate), FC(S(=O)(=O)OC=1C(=NC(=CC1)OCCO)CC1=CC=CC=C1)(F)F (2-benzyl-6-(2-hydroxyethyl)oxy-3-pyridyl trifluoromethanesulfonate), 4A, C(=C)[Mg]Br (vinylmagnesium bromide). The solvent is C(C)OCC (diethyl ether), C(C)OCC (diethyl ether), ClCCl (dichloromethane), O1CCCC1 (tetrahydrofuran). Reaction conditions: time 3 hour. The product is FC(S(=O)(=O)OC=1C(=NC(=CC1)OCC(C=C)O)CC1=CC=CC=C1)(F)F (2-Benzyl-6-(2-hydroxy-3-butenyl)oxy-3-pyridyl Trifluoromethanesulfonate). The yield is 11.0%. RXN SMILES: [Cr](O[Cr]([O-])(=O)=O)([O-])(=O)=O.[NH+]1C=CC=[CH:12][CH:11]=1.[NH+]1C=CC=CC=1.[F:22][C:23]([F:46])([F:45])[S:24]([O:27][C:28]1[C:29]([CH2:38][C:39]2[CH:44]=[CH:43][CH:42]=[CH:41][CH:40]=2)=[N:30][C:31]([O:34][CH2:35][CH2:36][OH:37])=[CH:32][CH:33]=1)(=[O:26])=[O:25].C([Mg]Br)=C.[Cl-].[NH4+]>C(OCC)C.O1CCCC1.ClCCl>[F:46][C:23]([F:22])([F:45])[S:24]([O:27][C:28]1[C:29]([CH2:38][C:39]2[CH:40]=[CH:41][CH:42]=[CH:43][CH:44]=2)=[N:30][C:31]([O:34][CH2:35][CH:36]([OH:37])[CH:11]=[CH2:12])=[CH:32][CH:33]=1)(=[O:25])=[O:26] |f:0.1.2,5.6|. Procedure details: 473 mg of pyridinium dichromate was added to a mixture of 395 mg of 2-benzyl-6-(2-hydroxyethyl)oxy-3-pyridyl trifluoromethanesulfonate, 1.4 g of molecular sieves 4A and 5 ml of dichloromethane at room temperature, followed by stirring for 3 hours. The mixture was filtered through Celite, and the solvent was removed. 236 μl of a tetrahydrofuran solution containing 1.1 mol of vinylmagnesium bromide was added to a solution of 5 ml of diethyl ether containing the residue at 0° C., followed by stirri... Reactants: Cl (hydrochloric acid), OC1=COC=CC1=O (3-Hydroxy-pyran-4(1H)-one), [OH-].[Na+] (sodium hydroxide), C(C)=O (Acetaldehyde). Run in O (water), O (water). Reaction conditions: time 8 hour. Yields the product OC(C)C=1OC=CC(C1O)=O (2-(1-Hydroxyethyl)-3-hydroxy-pyran-4(1H)-one). Reaction SMILES: [OH:1][C:2]1[C:7](=[O:8])[CH:6]=[CH:5][O:4][CH:3]=1.[OH-].[Na+].[CH:11](=[O:13])[CH3:12].Cl>O>[OH:13][CH:11]([C:3]1[O:4][CH:5]=[CH:6][C:7](=[O:8])[C:2]=1[OH:1])[CH3:12] |f:1.2|. Procedure: 3-Hydroxy-pyran-4(1H)-one (5.6 g, 50 mmol, 1 eq.) was added to 50 ml water and the pH of the solution was adjusted to 10.5 using 50% aqueous sodium hydroxide. Acetaldehyde (2.64 g, 60 mmol, 1.25 eq.) dissolved in 20 ml water was slowly added dropwise over 1 hour and the solution allowed to stir overnight. The reaction mixture was acidified to pH 1 with 37% w/v hydrochloric acid and concentrated in vacuo to dryness. The residue was extracted with 2×70 ml of isopropanol at 90° C. The isopropanol e... Reactants: diazonium salt, diazonium salt, NC=1C=C(C(=O)O)C=C(C1)S(F)(F)(F)(F)F (3-Amino-5-(pentafluorosulfanyl)benzoic acid), Br (hydrogen bromide), N(=O)[O-].[Na+] (sodium nitrite). Reagents/catalysts: [Cu]Br (copper(I) bromide). Yields the product BrC=1C=C(C(=O)O)C=C(C1)S(F)(F)(F)(F)F (3-Bromo-5-(pentafluorosulfanyl)benzoic acid). Reaction SMILES: N[C:2]1[CH:3]=[C:4]([CH:8]=[C:9]([S:11]([F:16])([F:15])([F:14])([F:13])[F:12])[CH:10]=1)[C:5]([OH:7])=[O:6].N([O-])=O.[Na+].[BrH:21]>[Cu]Br>[Br:21][C:2]1[CH:3]=[C:4]([CH:8]=[C:9]([S:11]([F:16])([F:15])([F:14])([F:13])[F:12])[CH:10]=1)[C:5]([OH:7])=[O:6] |f:1.2|. Procedure: 3-Amino-5-(pentafluorosulfanyl)benzoic acid (1.1 g; example 2a) was dissolved in 24% hydrogen bromide solution (40 ml). While stirring and cooling, sodium nitrite solution (290 mg dissolved in 20 ml of water) was added dropwise, in the course of which the temperature was not to exceed 5° C. On completion of formation of the diazonium salt, copper(I) bromide solution (720 mg dissolved in 15 ml of 48% hydrobromic acid) was cooled to 0° C. while stirring and the above diazonium salt solution was sl... The reactants are C(Cl)Cl (DCM), COC(C1=C(C=CC=C1)C(C1=CC=C(C=C1)OCOCC[Si](C)(C)C)=O)=O (2-[4-(2-trimethylsilanylethoxymethoxy)benzoyl]-benzoic acid methyl ester), C[Si]([O-])(C)C.[K+] (potassium trimethylsilanolate). The solvent is C(C)(=O)OCC (ethyl acetate). Run at time 16 hour. Product: C[Si](CCOCOC1=CC=C(C(=O)C2=C(C(=O)O)C=CC=C2)C=C1)(C)C (2-[4-(2-trimethylsilanylethoxymethoxy)benzoyl]benzoic acid). Yield: 100.0%. RXN SMILES: C(Cl)Cl.C[O:5][C:6](=[O:30])[C:7]1[CH:12]=[CH:11][CH:10]=[CH:9][C:8]=1[C:13](=[O:29])[C:14]1[CH:19]=[CH:18][C:17]([O:20][CH2:21][O:22][CH2:23][CH2:24][Si:25]([CH3:28])([CH3:27])[CH3:26])=[CH:16][CH:15]=1.C[Si](C)(C)[O-].[K+]>C(OCC)(=O)C>[CH3:26][Si:25]([CH3:28])([CH3:27])[CH2:24][CH2:23][O:22][CH2:21][O:20][C:17]1[CH:18]=[CH:19][C:14]([C:13]([C:8]2[CH:9]=[CH:10][CH:11]=[CH:12][C:7]=2[C:6]([OH:30])=[O:5])=[O:29])=[CH:15][CH:16]=1 |f:2.3|. Reported procedure: Dry DCM (25 mL) was added to 2-[4-(2-trimethylsilanylethoxymethoxy)benzoyl]-benzoic acid methyl ester (3.8 g, 9.8 mmol) followed by potassium trimethylsilanolate (1.53 g, 10.8 mmol). The system was stirred at room temperature under nitrogen for 16 h and monitored by TLC. Removal of the solvent gave a light yellow oil that was taken up into ethyl acetate (100 mL), washed with 5% HCl solution (3×30 mL), brine (30 mL) and dried with MgSO4. The solvent was removed to give 2-[4-(2-trimethylsilanyleth... Reactants: O (Water), OCC=1C=C(C=CC1)C1=C(SC(=C1)CC(C)C)S(=O)(=O)NC(C)(C)C (3-(3-Hydroxymethylphenyl)-5-iso-butyl-N-tert-butylthiophene-2-sulfonamide), C(Br)(Br)(Br)Br (CBr4), C1=CC=C(C=C1)P(C2=CC=CC=C2)C3=CC=CC=C3 (PPh3). The solvent is CN(C)C=O (DMF). Run at time 8 hour. Yields the product BrCC=1C=C(C=CC1)C1=C(SC(=C1)CC(C)C)S(=O)(=O)NC(C)(C)C (3-(3-Bromomethylphenyl)-5-iso-butyl-N-tert-butylthiophene-2-sulfonamide). Yield: 95.0%. As a reaction SMILES: O[CH2:2][C:3]1[CH:4]=[C:5]([C:9]2[CH:13]=[C:12]([CH2:14][CH:15]([CH3:17])[CH3:16])[S:11][C:10]=2[S:18]([NH:21][C:22]([CH3:25])([CH3:24])[CH3:23])(=[O:20])=[O:19])[CH:6]=[CH:7][CH:8]=1.C(Br)(Br)(Br)[Br:27].C1C=CC(P(C2C=CC=CC=2)C2C=CC=CC=2)=CC=1.O>CN(C=O)C>[Br:27][CH2:2][C:3]1[CH:4]=[C:5]([C:9]2[CH:13]=[C:12]([CH2:14][CH:15]([CH3:17])[CH3:16])[S:11][C:10]=2[S:18]([NH:21][C:22]([CH3:25])([CH3:24])[CH3:23])(=[O:20])=[O:19])[CH:6]=[CH:7][CH:8]=1. Procedure details: A mixture of 3-(3-hydroxymethylphenyl)-5-iso-butyl-N-tert-butylthiophene-2-sulfonamide (246 mg, 0.644 mmol; see step (d)), CBr4 (534 mg, 1.61 mmol) and PPh3 (422 mg, 1.61 mmol) in DMF (5.0 mL) was stirred at room temperature overnight. Water (10 mL) was then added and the reaction mixture was extracted with ethyl acetate. The combined organic phase was washed with water, dried and concentrated in vacuo. The crude product was purified on column chromatography (Hex/EtOAc 9:1) to give the sub-title... Reactants: Cl.C(C)N1C[C@@H]2CCC(C[C@]2(CC1)C1=CC(=CC=C1)OC)=O ((±)-trans-2-ethyl-4a-(3-methoxyphenyl)-6-oxo-1,2,3,4,4a,5,6,7,8,8a-decahydroisoquinoline hydrochloride), CN(C(C(C(C)=O)=NNC1=CC=CC=C1)=O)C (N, N-dimethyl-2-phenylhydrazono-3-oxobutyramide), CC(=O)O[Na] (CH3COONa). The reagents and catalysts are [Zn] (zinc). The solvent is C(C)(=O)O (acetic acid). The product is CC1=CNC=2CC3CCNCC3CC21 (3-methyl-4,4a,5,6,7,8,8a,9-octahydro-1H-pyrrolo[2,3-g]isoquinoline). Yield: 84.8%. As a reaction SMILES: Cl.C([N:4]1[CH2:13][CH2:12][C@@:11]2(C3C=CC=C(OC)C=3)[C@@H:6]([CH2:7][CH2:8][C:9](=O)[CH2:10]2)[CH2:5]1)C.C[N:24](C)[C:25](=O)[C:26](=NNC1C=CC=CC=1)[C:27](=O)C.CC(O[Na])=O>[Zn].C(O)(=O)C>[CH3:27][C:26]1[C:8]2[CH2:7][CH:6]3[CH:11]([CH2:12][CH2:13][NH:4][CH2:5]3)[CH2:10][C:9]=2[NH:24][CH:25]=1 |f:0.1|. Reported procedure: 1.0 g (3.1 mmol) of (±)-trans-2-ethyl-4a-(3-methoxyphenyl)-6-oxo-1,2,3,4,4a,5,6,7,8,8a-decahydroisoquinoline hydrochloride, 2.33 g (10 mmol) of N, N-dimethyl-2-phenylhydrazono-3-oxobutyramide, 0.82 g (1 0 mmol) of CH3COONa, 2.6 g (40 mmol) of zinc dust and 5 ml of glacial acetic acid were treated as described in example 1. The residue was purified by chromatography on silica gel (EtOAc/MeOH 0%→30%) yielding 0.5 g of product which was crystallized from Et2O yielding 0.5 g of the title compound. M... Procedure: Title compound 134 (scheme 38) was obtained similarly to the compound 130 (example 49, scheme 38) starting from the amine 133 and replacing the acid 29 with the acid 27. 1H NMR (DMSO-d6). δ (ppm): 10.58 (s, 1H), 9.64 (s, 1H), 8.43 (d, J=5.6 Hz, 1H), 8.07 (dd, J=1.2 and 8.8 Hz, 1H), 7.94 (d, J=1.2 Hz, 1H), 7.87 (dd, J=1.6 and 12.8 Hz, 1H), 7.77 (d, J=1.2 Hz, 1H), 7.68 (s, 1H), 7.49 (t, J=8.8 Hz, 1H), 7.43 (dd, J=2.0 and 8.8 Hz, 1H), 7.11-7.04 (m, 2H), 6.92 (ddd, J=2.4, 6.4 and 8.0 Hz, 1H), 6.58 (... The product is FC=1C=C(C=CC1OC1=C2C(=NC=C1)C=C(S2)C=2N=CN(C2)CCC)NC(CC(=O)NC2=C(C=CC=C2)OC)=O (N1-(3-fluoro-4-(2-(1-propyl-1H-imidazol-4-yl)thieno[3,2-b]pyridin-7-yloxy)phenyl)-N3-(2-methoxyphenyl)malonamide). As a reaction SMILES: [F:1][C:2]1[CH:3]=[C:4]([CH:6]=[CH:7][C:8]=1[O:9][C:10]1[CH:15]=[CH:14][N:13]=[C:12]2[CH:16]=[C:17]([C:19]3[N:20]=[CH:21][N:22]([CH2:24][CH2:25][CH3:26])[CH:23]=3)[S:18][C:11]=12)[NH2:5].FC1C=CC=CC=1NC(=O)CC(O)=O.[CH3:41][O:42][C:43]1[CH:48]=[CH:47][CH:46]=[CH:45][C:44]=1[NH:49][C:50](=[O:55])[CH2:51][C:52](O)=[O:53]>>[F:1][C:2]1[CH:3]=[C:4]([NH:5][C:52](=[O:53])[CH2:51][C:50]([NH:49][C:44]2[CH:45]=[CH:46][CH:47]=[CH:48][C:43]=2[O:42][CH3:41])=[O:55])[CH:6]=[CH:7][C:8]=1[O:9][C:10]1[CH:15]=[CH:14][N:13]=[C:12]2[CH:16]=[C:17]([C:19]3[N:20]=[CH:21][N:22]([CH2:24][CH2:25][CH3:26])[CH:23]=3)[S:18][C:11]=12. Starting materials: FC=1C=C(N)C=CC1OC1=C2C(=NC=C1)C=C(S2)C=2N=CN(C2)CCC (3-Fluoro-4-(2-(1-propyl-1H-imidazol-4-yl)thieno[3,2-b]pyridin-7-yloxy)aniline), FC1=C(C=CC=C1)NC(CC(=O)O)=O (3-(2-Fluorophenylamino)-3-oxopropanoic acid), COC1=C(C=CC=C1)NC(CC(=O)O)=O (3-(2-Methoxyphenylamino)-3-oxopropanoic acid). Product: Cl.NN1C(O[C@@H](C1)CSC)=O ((S)-3-amino-5-(methylthiomethyl)oxazolidin-2-one hydrochloride). The yield is 85.0%. As a reaction SMILES: [CH3:1][S:2][CH2:3][C@H:4]1[O:8][C:7](=[O:9])[N:6]([NH:10]C(=O)OC(C)(C)C)[CH2:5]1.O1CCOCC1.C(OC(C)C)(C)C.[ClH:31]>C1COCC1>[ClH:31].[NH2:10][N:6]1[CH2:5][C@@H:4]([CH2:3][S:2][CH3:1])[O:8][C:7]1=[O:9] |f:5.6|. Reactants: C(C)(C)OC(C)C (diisopropyl ether), CSC[C@@H]1CN(C(O1)=O)NC(OC(C)(C)C)=O ((S)-tert-butyl 5-(methylthiomethyl)-2-oxooxazolidin-3-ylcarbamate), O1CCOCC1 (dioxane), Cl (HCl). Procedure details: To a solution of (S)-tert-butyl 5-(methylthiomethyl)-2-oxooxazolidin-3-ylcarbamate (374 mg, 1.426 mmol) in THF (2 mL), 4M HCl in dioxane (1.25 mL, 4.99 mmol) was added. The reaction was stirred at r.t. for 4 days and a white solid precipitated. The obtained product was filtered and triturated with hot diisopropyl ether affording the title compound (240 mg, 1.208 mmol). Yield=85%. Reaction conditions: time 4 day. The solvent is C1CCOC1 (THF). Starting materials: C(C)(=O)C=1C(N(C2=NC=CC=C2C1O)C1=CC=CC=C1)=O (3-acetyl-4-hydroxy-1phenyl[1,8]naphthyridin-2(1H)-one), CNN (methylhydrazine). Solvent: C(C)(=O)O (acetic acid). The product is CN1N=C(C=2C(N(C=3N=CC=CC3C21)C2=CC=CC=C2)=O)C (1,3-Dimethyl-5-phenyl-1H-pyrazolo[4,3-c][1,8]naphthyridin-4(5H)-one). Isolated yield 60.1%. RXN SMILES: [C:1]([C:4]1[C:5](=[O:21])[N:6]([C:15]2[CH:20]=[CH:19][CH:18]=[CH:17][CH:16]=2)[C:7]2[C:12]([C:13]=1O)=[CH:11][CH:10]=[CH:9][N:8]=2)(=O)[CH3:2].[CH3:22][NH:23][NH2:24]>C(O)(=O)C>[CH3:22][N:23]1[C:13]2[C:12]3[CH:11]=[CH:10][CH:9]=[N:8][C:7]=3[N:6]([C:15]3[CH:20]=[CH:19][CH:18]=[CH:17][CH:16]=3)[C:5](=[O:21])[C:4]=2[C:1]([CH3:2])=[N:24]1. Procedure: Compound 102 obtained in Example 2, 4.0 g (14.3 millimoles), was suspended in 2.5 ml of glacial acetic acid, and 1.8 ml (34.2 millimoles) of methylhydrazine was added to the suspension. The mixture was heated under reflux for 10 hours. The reaction solution was cooled to room temperature, and the precipitate was collected by filtration and recrystallized from DMF-water to give 2.5 g (yield: 60.1%) of Compound 4. Reactants: solution, C(C)(C)(C)OO (tertiary butyl hydroperoxide), C(\C=C\CCCCC=C)O ((E)-nona-2,8-diene-1-ol), S(=O)(=O)([O-])[O-].[Na+].[Na+] (sodium sulfate), C(C)OCC (diethyl ether). The solvent is C1(=CC=CC=C1)C (toluene). Reaction conditions: time 5 minute. The product is O1C(CO)C1CCCCC=C (2-epoxy-1-hydroxynon-8-ene). The yield is 82.0%. Reaction SMILES: [CH2:1]([OH:10])/[CH:2]=[CH:3]/[CH2:4][CH2:5][CH2:6][CH2:7][CH:8]=[CH2:9].C([O:15]O)(C)(C)C.S([O-])([O-])(=O)=O.[Na+].[Na+].C(OCC)C>C1(C)C=CC=CC=1>[O:15]1[CH:3]([CH2:4][CH2:5][CH2:6][CH2:7][CH:8]=[CH2:9])[CH:2]1[CH2:1][OH:10] |f:2.3.4|. Reported procedure: 2.72 g (19.4 mM) (E)-nona-2,8-diene-1-ol (11) is added into the reaction mixture after another 5 minutes. Then, after yet another 5 minutes, 6.9 ml of a 3.39 molar solution in toluene (23.4 mM) of tertiary butyl hydroperoxide is added. The reaction mixture is allowed to react for 3 days at -25° C. Subsequently, the reaction vessel is put into an ice bath and 10 ml (1 ml per mM tetraisopropyl titantate added) saturated aqueous sodium sulfate solution and another 100 ml diethyl ether are added to ...